Task: describe an organic reaction: reactants, conditions, products, and yield. Dataset: the Open Reaction Database (ORD), a public repository of structured organic reaction records Reactants: C(C)(C)C1(N=C(NC1=O)C1=C(C(=O)OC)C=C(C=N1)C=CC)C (methyl 2-(4-isopropyl-4-methyl-5-oxo-2-imidazolin-2-yl)-5-propenylnicotinate), [OH-].[Na+] (sodium hydroxide), Cl (hydrochloric acid). Run in CO (methanol). The product is C(C)(C)C1(N=C(NC1=O)C1=C(C(=O)O)C=C(C=N1)C=CC)C (2-(4-isopropyl-4-methyl-5-oxo-2-imidazolin-2-yl)-5-propenylnicotinic acid). RXN SMILES: [CH:1]([C:4]1([CH3:23])[C:8](=[O:9])[NH:7][C:6]([C:10]2[N:19]=[CH:18][C:17]([CH:20]=[CH:21][CH3:22])=[CH:16][C:11]=2[C:12]([O:14]C)=[O:13])=[N:5]1)([CH3:3])[CH3:2].[OH-].[Na+].Cl>CO>[CH:1]([C:4]1([CH3:23])[C:8](=[O:9])[NH:7][C:6]([C:10]2[N:19]=[CH:18][C:17]([CH:20]=[CH:21][CH3:22])=[CH:16][C:11]=2[C:12]([OH:14])=[O:13])=[N:5]1)([CH3:3])[CH3:2] |f:1.2|. Procedure details: A mixture of 1.5 g methyl 2-(4-isopropyl-4-methyl-5-oxo-2-imidazolin-2-yl)-5-propenylnicotinate and 3.2 mL of 2N sodium hydroxide in 15 mL methanol is stirred under nitrogen and heated at 45° for 31/2 hours. The reaction is cooled to 10°, acidified to pH 3 with 2N hydrochloric acid, and concentrated in vacuo. The residue is partitioned between methylene chloride and water, and the aqueous phase is further extracted with methylene chloride. The combined organic phases are dried and concentrated i...